From a dataset of the Open Reaction Database (ORD), a public repository of structured organic reaction records. describe an organic reaction: reactants, conditions, products, and yield Starting materials: [O-]O.C1(=CC=CC=C1)C(C)C (cumene hydroperoxide), C(C)(C)(C1=CC=CC=C1)OOC(C)(C)C1=CC=CC=C1 (dicumyl peroxide), [C@@H]12[C@@H](CCCC1)C(=O)OC2=O (cis-1,2-cyclohexanedicarboxylic anhydride), C(C)(=O)OC(C)=O (acetic anhydride). Product: C(C)(C)(C1=CC=CC=C1)OOC(C)(C)C1=CC=CC=C1 (dicumyl peroxide), [C@@H]1([C@H](CCCC1)C(=O)O)C(=O)O (cis-1,2-cyclohexanedicarboxylic acid). Reaction SMILES: [C@@H:1]12[C:10](=[O:11])[O:9][C:7](=[O:8])[C@@H:2]1[CH2:3][CH2:4][CH2:5][CH2:6]2.C(OC(=O)C)(=[O:14])C.[O-]O.C1(C(C)C)C=CC=CC=1.[C:30]([O:39][O:40][C:41]([C:44]1[CH:49]=[CH:48][CH:47]=[CH:46][CH:45]=1)([CH3:43])[CH3:42])([C:33]1[CH:38]=[CH:37][CH:36]=[CH:35][CH:34]=1)([CH3:32])[CH3:31]>>[C:30]([O:39][O:40][C:41]([C:44]1[CH:45]=[CH:46][CH:47]=[CH:48][CH:49]=1)([CH3:43])[CH3:42])([C:33]1[CH:38]=[CH:37][CH:36]=[CH:35][CH:34]=1)([CH3:31])[CH3:32].[C@@H:1]1([C:10]([OH:9])=[O:11])[CH2:6][CH2:5][CH2:4][CH2:3][C@@H:2]1[C:7]([OH:14])=[O:8] |f:2.3|. Reported procedure: The reaction described in Example 2 was repeated with 14.7 gm (95 millimoles) cis-1,2-cyclohexanedicarboxylic anhydride substituted for the acetic anhydride. After a total reaction time of 125 minutes (at 18°±1° C.), 9.9% of the cumene hydroperoxide remained unreacted. The reaction was quenched (sodium acetate) after a total time of 245 minutes and, after recovery in a manner similar to Example 2, afforded 35.9 gm crude product which contained about 70% dicumyl peroxide. (An approximate value fo...